From a dataset of the Open Reaction Database (ORD), a public repository of structured organic reaction records. describe an organic reaction: reactants, conditions, products, and yield Starting materials: OC1=CC=C(C=N1)OC1=CC=C(C=C1)CCC(C)NC(C)=O (N-{3-[4-(6-Hydroxypyridin-3-yloxy)phenyl]-1-methylpropyl}acetamide), IC(C)C (2-iodopropane). The product is C(C)(C)N1C=C(C=CC1=O)OC1=CC=C(C=C1)CCC(C)NC(C)=O (N-{3-[4-(1-Isopropyl-6-oxo-1,6-dihydropyridin-3-yloxy)phenyl]1-methylpropyl}acetamide). Reaction SMILES: [OH:1][C:2]1[N:7]=[CH:6][C:5]([O:8][C:9]2[CH:14]=[CH:13][C:12]([CH2:15][CH2:16][CH:17]([NH:19][C:20](=[O:22])[CH3:21])[CH3:18])=[CH:11][CH:10]=2)=[CH:4][CH:3]=1.I[CH:24]([CH3:26])[CH3:25]>>[CH:24]([N:7]1[C:2](=[O:1])[CH:3]=[CH:4][C:5]([O:8][C:9]2[CH:14]=[CH:13][C:12]([CH2:15][CH2:16][CH:17]([NH:19][C:20](=[O:22])[CH3:21])[CH3:18])=[CH:11][CH:10]=2)=[CH:6]1)([CH3:26])[CH3:25]. Reported procedure: N-{3-[4-(6-Hydroxypyridin-3-yloxy)phenyl]-1-methylpropyl}acetamide (168 mg, 1.49 mmol) was reacted with 2-iodopropane in analogy to example 36f. Yield: 26 mg (15%), M+H+: 343.20. N-{3-[4-(1-Isopropyl-6-oxo-1,6-dihydropyridin-3-yloxy)phenyl]1-methylpropyl}acetamide was obtained as by-product. Reactants: formula 6, Cl (HCl), C(=O)(OCC)CCCC=CCC1(C([C@H](C[C@H]1\C=C\C(CCCCC)(C)O)C(=O)OCC)=O)C(=O)OCC (diethyl cis,trans-3-(6-carboethoxy-2-hexenyl)-4-(3-hydroxy-3-methyl-1-octenyl)-2-oxo-1,3-cyclopentanedicarboxylate), [OH-].[Na+] (sodium hydroxide). Solvent: O (water), [Cl-].[Na+] (sodium chloride), CO (methanol). Yields the product OC(C=C[C@@H]1[C@@H](C(CC1)=O)CC=CCCCC(=O)O)(CCCCC)C (cis-7-[2-(3-Hydroxy-3-methyl-1-octenyl)-5-oxocyclopentyl]-5-heptenoic Acid). Reaction SMILES: [C:1]([CH2:6][CH2:7][CH2:8][CH:9]=[CH:10][CH2:11][C:12]1(C(OCC)=O)[C@H:16](/[CH:17]=[CH:18]/[C:19]([OH:26])([CH3:25])[CH2:20][CH2:21][CH2:22][CH2:23][CH3:24])[CH2:15][C@H:14](C(OCC)=O)[C:13]1=[O:32])([O:3]CC)=[O:2].[OH-].[Na+].Cl>O.CO.[Cl-].[Na+]>[OH:26][C:19]([CH3:25])([CH2:20][CH2:21][CH2:22][CH2:23][CH3:24])[CH:18]=[CH:17][C@H:16]1[CH2:15][CH2:14][C:13](=[O:32])[C@H:12]1[CH2:11][CH:10]=[CH:9][CH2:8][CH2:7][CH2:6][C:1]([OH:3])=[O:2] |f:1.2,6.7|. Reported procedure: The cyclopentanonetriester of formula 6, diethyl cis,trans-3-(6-carboethoxy-2-hexenyl)-4-(3-hydroxy-3-methyl-1-octenyl)-2-oxo-1,3-cyclopentanedicarboxylate (11.2 g), described in Example 45, is heated to reflux for 1 hr. in a solution of sodium hydroxide (13.4 g) in 80 ml of water and 110 ml of methanol. The mixture is cooled, adjusted to pH 5 with 2N HCl, diluted with saturated sodium chloride solution and extracted with ether. The ether extract is dried (Na2SO4) and concentrated. Chromatograph... Starting materials: [H-].[Al+3].[Li+].[H-].[H-].[H-] (Lithium aluminium hydride), C1(=CC=CC=C1)C(N1N=CC(=C1)C(=O)OCC)(C1=CC=CC=C1)C1=CC=CC=C1 (ethyl 1-(triphenylmethyl)-pyrazole-4-carboxylate), O (water), [OH-].[Na+] (sodium hydroxide), O (water). Run in O1CCCC1 (tetrahydrofuran). Reaction conditions: time 1 hour. The product is OCC=1C=NN(C1)C(C1=CC=CC=C1)(C1=CC=CC=C1)C1=CC=CC=C1 (4-hydroxymethyl-1-(triphenylmethyl) pyrazole). Yield: 86.5%. As a reaction SMILES: [H-].[Al+3].[Li+].[H-].[H-].[H-].[C:7]1([C:13]([C:30]2[CH:35]=[CH:34][CH:33]=[CH:32][CH:31]=2)([C:24]2[CH:29]=[CH:28][CH:27]=[CH:26][CH:25]=2)[N:14]2[CH:18]=[C:17]([C:19](OCC)=[O:20])[CH:16]=[N:15]2)[CH:12]=[CH:11][CH:10]=[CH:9][CH:8]=1.O.[OH-].[Na+]>O1CCCC1>[OH:20][CH2:19][C:17]1[CH:16]=[N:15][N:14]([C:13]([C:24]2[CH:29]=[CH:28][CH:27]=[CH:26][CH:25]=2)([C:7]2[CH:8]=[CH:9][CH:10]=[CH:11][CH:12]=2)[C:30]2[CH:35]=[CH:34][CH:33]=[CH:32][CH:31]=2)[CH:18]=1 |f:0.1.2.3.4.5,8.9|. Procedure: Lithium aluminium hydride (1M solution in tetrahydrofuran, 4.45 ml, 4.45 mmol) was added dropwise to a stirred solution of ethyl 1-(triphenylmethyl)-pyrazole-4-carboxylate (2.27 g, 5.93 mmol) in anhydrous tetrahydrofuran (300 ml) under nitrogen at 0° C. After 1 h, the mixture was treated sequentially with water (3 ml), 15% aqueous sodium hydroxide (3 ml) and water (6 ml). The mixture was filtered through Arbocel filter aid, the filtrate was dried (MgSO4) and concentrated under reduced pressure, ... The reactants are O=C[C@H](O)[C@@H](O)[C@H](O)[C@H](O)C (6-deoxyglucose), Br (Hydrobromic acid). Solvent: ClCCl (dichloromethane), C(C)(=O)O (acetic acid), C(C)(=O)O (acetic acid). Reaction conditions: temperature 0 celsius, time 4 hour. Yields the product C(C)(=O)O[C@H]1[C@H](O[C@@H]([C@H]([C@@H]1OC(C)=O)OC(C)=O)C)Br (2,3,4-Tri-O-Acetyl-6-Deoxy-α-D-Glucopyranosyl Bromide). The yield is 85.4%. RXN SMILES: O=[CH:2][C@@H:3]([C@H:5]([C@@H:7]([C@@H:9]([CH3:11])[OH:10])[OH:8])[OH:6])[OH:4].[BrH:12]>C(O)(=O)C.ClCCl>[C:3]([O:10][C@@H:9]1[C@@H:7]([O:8][C:5](=[O:6])[CH3:7])[C@H:5]([O:6][C:9](=[O:10])[CH3:11])[C@@H:3]([CH3:2])[O:4][C@@H:11]1[Br:12])(=[O:4])[CH3:2]. Procedure: In a 10 mL round bottom flask containing 10 mL of glacial acetic acid was placed 6-deoxyglucose (332.3 mg) and the reaction was cooled to 0° C. Hydrobromic acid in glacial acetic acid (5 mL of a 30 wt. % solution) was added dropwise. The reaction was stirred for 4 hours. The reaction was diluted with 100 mL of dichloromethane and washed with 50 mL ice water and then 50 mL of cold saturated aqueous sodium bicarbonate. The organic layer was dried over magnesium sulfate and filtered. The solvent wa... The reactants are C1(=CC=C(C=C1)NS(=O)(=O)C1=NC=C(C=C1)C(C)C)C (5-isopropyl-pyridine-2-sulfonic acid p-tolylamide), BrCC(=O)OC(C)(C)C (tert-butyl bromoacetate). Yields the product C(C)(C)C=1C=CC(=NC1)S(=O)(=O)N(C1=CC=C(C=C1)C)CC(=O)O ([(5-Isopropyl-pyridine-2-sulfonyl)-p-tolyl-amino]-acetic acid). Reaction SMILES: [C:1]1([CH3:20])[CH:6]=[CH:5][C:4]([NH:7][S:8]([C:11]2[CH:16]=[CH:15][C:14]([CH:17]([CH3:19])[CH3:18])=[CH:13][N:12]=2)(=[O:10])=[O:9])=[CH:3][CH:2]=1.Br[CH2:22][C:23]([O:25]C(C)(C)C)=[O:24]>>[CH:17]([C:14]1[CH:15]=[CH:16][C:11]([S:8]([N:7]([CH2:22][C:23]([OH:25])=[O:24])[C:4]2[CH:3]=[CH:2][C:1]([CH3:20])=[CH:6][CH:5]=2)(=[O:10])=[O:9])=[N:12][CH:13]=1)([CH3:18])[CH3:19]. Procedure: prepared by reaction of 5-isopropyl-pyridine-2-sulfonic acid p-tolylamide with tert-butyl bromoacetate